Task: describe an organic reaction: reactants, conditions, products, and yield. Dataset: the Open Reaction Database (ORD), a public repository of structured organic reaction records Reactants: CC=1N=CC(=NC1)C(=O)O (5-methylpyrazine-2-carboxylic acid), COC(N(C)C)OC (dimethylformamide dimethylacetal), CN(C=O)C (N,N-dimethylformamide), O (water). Run at temperature 90 celsius, time 2 hour. The product is COC(=O)C1=NC=C(N=C1)C=CN(C)C (5-(2-dimethylamino-vinyl)-pyrazine-2-carboxylic acid methyl ester). Yield: 63.0%. Reaction SMILES: [CH3:1][C:2]1[N:3]=[CH:4][C:5]([C:8]([OH:10])=[O:9])=[N:6][CH:7]=1.CO[CH:13](OC)[N:14]([CH3:16])[CH3:15].O.[CH3:20]N(C)C=O>>[CH3:20][O:9][C:8]([C:5]1[CH:4]=[N:3][C:2]([CH:1]=[CH:13][N:14]([CH3:16])[CH3:15])=[CH:7][N:6]=1)=[O:10]. Procedure details: A solution of 5-methylpyrazine-2-carboxylic acid (1.38 g, 10 mmol) in anhydrous N,N-dimethylformamide (5 mL) was treated with dimethylformamide dimethylacetal (5 mL). The resulting mixture was heated at 90° C. for 1 h and then at 125° C. for 2 h. The mixture was cooled to 25° C. and then was poured into water (100 mL). This solution was extracted with ethyl acetate (3×50 mL). The combined organic layers were washed with water (1×50 mL) and a saturated aqueous sodium chloride solution (1×50 mL), ... Starting materials: C(C)OC(=O)[C@@H]1C(=C[C@@H](C1)O)C (cis-Ethyl-4-hydroxy-2-methylcyclopent-2-enecarboxylate), ClCI (chloroiodomethane). The product is O[C@@H]1C[C@@H]([C@@]2(C[C@H]12)C)C(=O)OCC ((1R,2S,4R,5S)-ethyl 4-hydroxy-1-methylbicyclo[3.1.0]hexane-2-carboxylate), O[C@H]1C[C@H]([C@]2(C[C@@H]12)C)C(=O)OCC ((1S,2R,4S,5R)-ethyl 4-hydroxy-1-methylbicyclo[3.1.0]hexane-2-carboxylate). Yield: 113.6%. RXN SMILES: [CH2:1]([O:3][C:4]([C@H:6]1[CH2:10][C@@H:9]([OH:11])[CH:8]=[C:7]1[CH3:12])=[O:5])[CH3:2].Cl[CH2:14]I>>[OH:11][C@H:9]1[C@@H:8]2[C@@:7]([CH3:14])([CH2:12]2)[C@@H:6]([C:4]([O:3][CH2:1][CH3:2])=[O:5])[CH2:10]1.[OH:11][C@@H:9]1[C@H:8]2[C@:7]([CH3:14])([CH2:12]2)[C@H:6]([C:4]([O:3][CH2:1][CH3:2])=[O:5])[CH2:10]1. Procedure details: cis-Ethyl-4-hydroxy-2-methylcyclopent-2-enecarboxylate (0.96 g, 5.64 mmol, Preparation #MM.1) and chloroiodomethane (4.97 g, 28.2 mmol) were reacted according to General Procedure KK to give (1R,2S,4R,5S)-ethyl 4-hydroxy-1-methylbicyclo[3.1.0]hexane-2-carboxylate and (1S,2R,4S,5R)-ethyl 4-hydroxy-1-methylbicyclo[3.1.0]hexane-2-carboxylate (0.59 g, 57%) after purification by flash silica gel chromatography eluting with a gradient of 30-60% EtOAc/heptane: 1H NMR (400 MHz, CDCl3) δ 4.60-4.51 (m, 1H... Starting materials: C1NCC2=CC=CC=C12 (isoindoline), BrC1=C2C=CC=NC2=C(C(=C1)C(=O)O)O (5-bromo-8-hydroxyquinoline-7-carboxylic acid), 4, N1(C=NC=C1)C(=O)N1C=NC=C1 (di(1H-imidazol-1-yl)methanone). The solvent is C1CCOC1 (THF). Reaction conditions: time 8 hour. Product: BrC1=C2C=CC=NC2=C(C(=C1)C(=O)N1CC2=CC=CC=C2C1)O ((5-Bromo-8-hydroxyquinolin-7-yl)(isoindolin-2-yl)methanone). RXN SMILES: [Br:1][C:2]1[CH:11]=[C:10]([C:12]([OH:14])=O)[C:9]([OH:15])=[C:8]2[C:3]=1[CH:4]=[CH:5][CH:6]=[N:7]2.N1(C(N2C=CN=C2)=O)C=CN=C1.[CH2:28]1[C:36]2[C:31](=[CH:32][CH:33]=[CH:34][CH:35]=2)[CH2:30][NH:29]1>C1COCC1>[Br:1][C:2]1[CH:11]=[C:10]([C:12]([N:29]2[CH2:30][C:31]3[C:36](=[CH:35][CH:34]=[CH:33][CH:32]=3)[CH2:28]2)=[O:14])[C:9]([OH:15])=[C:8]2[C:3]=1[CH:4]=[CH:5][CH:6]=[N:7]2. Reported procedure: A mixture of 5-bromo-8-hydroxyquinoline-7-carboxylic acid of Preparation 4 (150 mg, 0.56 mmol) and di(1H-imidazol-1-yl)methanone (90.7 mg, 0.56 mmol) in THF (10 mL) was heated to reflux for 3 h, under nitrogen. The reaction mixture was allowed to cool to RT and isoindoline (53 mg, 0.45 mmol) was added. The resulting mixture was stirred at RT overnight. The reaction mixture was then quenched with H2O and an aqueous saturated solution of sodium hydrogen carbonate, and twice extracted with DCM. The... Reactants: C(C)(=O)OCC1=C(C(OC(O1)(C)C)=O)C1=CC=CC=C1 (6-Acetyloxymethyl-2,2-dimethyl-5-phenyl-2H,4H-1,3-dioxin-4-one), C([O-])([O-])=O.[K+].[K+] (potassium carbonate). The solvent is CO (methanol). Yields the product OCC1=C(C(OC(O1)(C)C)=O)C1=CC=CC=C1 (6-Hydroxymethyl-2,2-dimethyl-5-phenyl-2H,4H-1,3-dioxin-4-one). As a reaction SMILES: C([O:4][CH2:5][C:6]1[O:11][C:10]([CH3:13])([CH3:12])[O:9][C:8](=[O:14])[C:7]=1[C:15]1[CH:20]=[CH:19][CH:18]=[CH:17][CH:16]=1)(=O)C.C(=O)([O-])[O-].[K+].[K+]>CO>[OH:4][CH2:5][C:6]1[O:11][C:10]([CH3:12])([CH3:13])[O:9][C:8](=[O:14])[C:7]=1[C:15]1[CH:16]=[CH:17][CH:18]=[CH:19][CH:20]=1 |f:1.2.3|. Procedure: 6-Acetyloxymethyl-2,2-dimethyl-5-phenyl-2H,4H-1,3-dioxin-4-one (Compound No. 241, 7.46 g) was dissolved in methanol (108 ml), and cooled with ice; then, an aqueous solution (27 ml) of potassium carbonate (2.42 g) was added slowly thereto. Starting materials: [BH4-].[Li+] (lithium borohydride), N=1C(=CN2C1C=CC=C2)C(=O)OCC (ethyl imidazo[1,2-a]pyridine-2-carboxylate), CO (methanol). The solvent is O (water), O1CCCC1 (tetrahydrofuran). Run at time 8 hour. Product: N=1C(=CN2C1C=CC=C2)CO (Imidazo[1,2-a]pyridin-2-ylmethanol). The yield is 7.8%. As a reaction SMILES: [BH4-].[Li+].[N:3]1[C:4]([C:12](OCC)=[O:13])=[CH:5][N:6]2[CH:11]=[CH:10][CH:9]=[CH:8][C:7]=12.CO>O1CCCC1.O>[N:3]1[C:4]([CH2:12][OH:13])=[CH:5][N:6]2[CH:11]=[CH:10][CH:9]=[CH:8][C:7]=12 |f:0.1|. Procedure details: 3.68 g of lithium borohydride were added at room temperature to a solution of 9.17 g of ethyl imidazo[1,2-a]pyridine-2-carboxylate [described in J. Org. Chem., 30, 2403-2407 (1965)] in 200 ml of tetrahydrofuran, and then 20 ml of methanol were added dropwise to the mixture, which was then allowed to stand overnight at room temperature. At the end of this time, the reaction mixture was diluted with 10 ml of water and then concentrated by evaporation under reduced pressure. The concentrate was mix...